Dataset: the Open Reaction Database (ORD), a public repository of structured organic reaction records. Task: describe an organic reaction: reactants, conditions, products, and yield Reactants: [Br-] (bromide), [Li]CCCC (LiBu), CCCCCC (hexane), CC1=C2C=CCC2=C(C=C1)C (4,7-dimethyl-indene), CCCCCC (hexane). Solvent: O (water), C1CCOC1 (THF), C1CCOC1 (THF). Run at time 2 hour. Yields the product CC1=C2C=CC(C2=C(C=C1)C)[Li] (4,7-dimethyl-indenyl-lithium). RXN SMILES: [Li:1][CH2:2][CH2:3][CH2:4][CH3:5].CCCCCC.C[C:13]1[CH:21]=[CH:20][C:19](C)=[C:18]2[C:14]=1[CH:15]=CC2.[Br-]>C1COCC1.O>[CH3:19][C:20]1[CH:21]=[CH:13][C:14]([CH3:18])=[C:15]2[C:5]=1[CH:4]=[CH:3][CH:2]2[Li:1]. Procedure details: LiBu is added to the solution in THF and hexane of 4,7-dimethyl-indene. After 2 hours, the bromide dissolved in 20 ml of THF and 10 ml of hexane is added, at −70° C. The mixture is left to rise to room temperature, after 8 hours water is added and the mixture is extracted with ethyl ether. After washing the organic extracts to neutrality and anhydrifying on Na2SO4, the solvent is evaporated. 3.1 g of product are obtained, after purification on a silica gel column using hexane/ethyl acetate as el... Starting materials: C[O-].[Na+] (sodium methylate), [Na] (sodium), BrC1=CC=C(CBr)C=C1 (4-bromobenzyl bromide). Solvent: CO (methanol), CO (methanol). Reaction conditions: time 2 hour. The product is COC(C1=CC=CC=C1)Br (bromobenzyl methyl ether). As a reaction SMILES: [CH3:1][O-:2].[Na+].[Na].Br[C:6]1[CH:13]=[CH:12][C:9]([CH2:10][Br:11])=[CH:8][CH:7]=1>CO>[CH3:1][O:2][CH:10]([Br:11])[C:9]1[CH:12]=[CH:13][CH:6]=[CH:7][CH:8]=1 |f:0.1,^1:3|. Procedure: A solution of sodium methylate, prepared from 11.8 g of sodium and 350 ml of methanol, is introduced dropwise into a suspension of 117.7 g of 4-bromobenzyl bromide in 350 ml of methanol. The mixture is stirred for 2 h at room temperature and left to stand overnight. The methanol is evaporated off, the residue is taken up in ether and the organic phase is washed with water and then dried and concentrated to give a yellow oil, which is purified by distillation to give 102 g of bromobenzyl methyl e... The reactants are COC(=O)CNC(=O)c1cccc2c1Cc1c-2[nH]c(=O)c2nccn12, Cl, C1COCCO1, O. The product is O=C(O)CNC(=O)c1cccc2c1Cc1c-2[nH]c(=O)c2nccn12. Reaction SMILES: [CH3:1][O:2][C:3](=[O:4])[CH2:5][NH:6][C:7](=[O:8])[c:9]1[c:10]2[c:22]([cH:23][cH:24][cH:25]1)-[c:13]1[c:12]([n:17]3[c:16]([c:15](=[O:21])[nH:14]1)[n:20][cH:19][cH:18]3)[CH2:11]2.[ClH:32].[O:26]1[CH2:27][CH2:28][O:29][CH2:30][CH2:31]1.[OH2:33]>>[O:2]=[C:3]([OH:4])[CH2:5][NH:6][C:7](=[O:8])[c:9]1[c:10]2[c:22]([cH:23][cH:24][cH:25]1)-[c:13]1[c:12]([n:17]3[c:16]([c:15](=[O:21])[nH:14]1)[n:20][cH:19][cH:18]3)[CH2:11]2. The reactants are C(C)(=O)[O-].[K+] (potassium acetate), C(CCC)C=1N(C(=C(N1)Cl)C=O)CC1=CC(=C(C=C1)C(=O)OC)OCOC (2-n-butyl-1-(4-carbomethoxy-3-methoxymethoxyphenyl)methyl-4-chloro-1H-imidazol-5-carboxaldehyde). Reagents/catalysts: [Pd] (palladium on carbon). The solvent is CO (methanol), CO (methanol). Reaction conditions: time 40 minute. Product: C(CCC)C=1N(C(=CN1)C=O)CC1=CC(=C(C=C1)C(=O)OC)OCOC (2-n-butyl-1-(4-carbomethoxy-3-methoxymethoxyphenyl)methyl-1-H-imidazol-5-carboxaldehyde). Isolated yield 86.8%. As a reaction SMILES: C([O-])(=O)C.[K+].[CH2:6]([C:10]1[N:11]([CH2:18][C:19]2[CH:24]=[CH:23][C:22]([C:25]([O:27][CH3:28])=[O:26])=[C:21]([O:29][CH2:30][O:31][CH3:32])[CH:20]=2)[C:12]([CH:16]=[O:17])=[C:13](Cl)[N:14]=1)[CH2:7][CH2:8][CH3:9]>[Pd].CO>[CH2:6]([C:10]1[N:11]([CH2:18][C:19]2[CH:24]=[CH:23][C:22]([C:25]([O:27][CH3:28])=[O:26])=[C:21]([O:29][CH2:30][O:31][CH3:32])[CH:20]=2)[C:12]([CH:16]=[O:17])=[CH:13][N:14]=1)[CH2:7][CH2:8][CH3:9] |f:0.1|. Reported procedure: To a suspension of 0.32 g of 10% palladium on carbon in 15 mL of methanol containing potassium acetate (0.813 g, 8.28 mmol) was added a solution of 2-n-butyl-1-(4-carbomethoxy-3-methoxymethoxyphenyl)methyl-4-chloro-1H-imidazol-5-carboxaldehyde (3.27 g, 8.28 mmol) in 60 mL of methanol. The reaction was hydrogenated at 4 psi for 40 minutes. The solid was filtered and the filtrate was concentrated in vacuo. The residue was partitioned between diethyl ether and water. The pH of the aqueous layer was... Procedure details: 5.0 g of this colorless oily substance, i.e., (1S, 4aS, 7S, 7aR)-4-(acetoxymethyl)-1-[1-(ethoxy)ethoxy]-1, 4a, 5, 6, 7, 7a-hexahydro-7-methylcyclopenta[c]pyran, was dissolved in a mixed solvent of 100 ml of ethyl acetate and 3 ml of pyridine, and after 150 mg of 10% palladium carbon was added, the reaction mixture was stirred at room temperature for 20 hours in a hydrogen atmosphere of 1 atm. After the catalyst was filtered by celite, extraction was carried out by adding 100 ml of ethyl acetate ... The reagents and catalysts are [C].[Pd] (palladium carbon). As a reaction SMILES: C(O[CH2:5][C:6]1[C@H:7]2[CH2:20][CH2:19][C@H:18]([CH3:21])[C@H:8]2[C@H:9]([O:12][CH:13]([O:15][CH2:16][CH3:17])[CH3:14])[O:10][CH:11]=1)(=O)C.[H][H]>C(OCC)(=O)C.N1C=CC=CC=1.[C].[Pd]>[CH2:16]([O:15][CH:13]([O:12][C@H:9]1[C@@H:8]2[C@@H:18]([CH3:21])[CH2:19][CH2:20][C@@H:7]2[C:6]([CH3:5])=[CH:11][O:10]1)[CH3:14])[CH3:17] |f:4.5|. Product: C(C)OC(C)O[C@@H]1OC=C([C@@H]2[C@H]1[C@H](CC2)C)C ((1S, 4aS, 7S, 7aR)-1-[1-(ethoxy)ethoxy]-1, 4a, 5, 6, 7, 7a-hexahydro-4, 7-dimethylcyclopenta[c]pyran). Reactants: C(C)(=O)OCC=1[C@@H]2[C@H]([C@@H](OC1)OC(C)OCC)[C@H](CC2)C ((1S, 4aS, 7S, 7aR)-4-(acetoxymethyl)-1-[1-(ethoxy)ethoxy]-1, 4a, 5, 6, 7, 7a-hexahydro-7-methylcyclopenta[c]pyran), [H][H] (hydrogen). The solvent is C(C)(=O)OCC (ethyl acetate), N1=CC=CC=C1 (pyridine). The reactants are Cl.FC(C1=CC=C(O[C@H]2[C@H](CC3=CC=CC=C23)CN(C)CC2=CC=CC=C2)C=C1)(F)F (CIS-2,3-dihydro-1-(4-trifluoromethylphenoxy)-N-benzyl-N-methyl-1H-indene-2-methanamine hydrochloride), [OH-].[Na+] (sodium hydroxide). Yields the product FC(C1=CC=C(O[C@H]2[C@H](CC3=CC=CC=C23)CN(C)CC2=CC=CC=C2)C=C1)(F)F (CIS-2,3-dihydro-1-(4-trifluoromethylphenoxy)-N-benzyl-N-methyl-1H-indene-2-methanamine). Reaction SMILES: Cl.[F:2][C:3]([F:31])([F:30])[C:4]1[CH:29]=[CH:28][C:7]([O:8][C@@H:9]2[C:17]3[C:12](=[CH:13][CH:14]=[CH:15][CH:16]=3)[CH2:11][C@@H:10]2[CH2:18][N:19]([CH2:21][C:22]2[CH:27]=[CH:26][CH:25]=[CH:24][CH:23]=2)[CH3:20])=[CH:6][CH:5]=1.[OH-].[Na+]>>[F:2][C:3]([F:30])([F:31])[C:4]1[CH:29]=[CH:28][C:7]([O:8][C@@H:9]2[C:17]3[C:12](=[CH:13][CH:14]=[CH:15][CH:16]=3)[CH2:11][C@@H:10]2[CH2:18][N:19]([CH2:21][C:22]2[CH:27]=[CH:26][CH:25]=[CH:24][CH:23]=2)[CH3:20])=[CH:6][CH:5]=1 |f:0.1,2.3|. Reported procedure: Treat CIS-2,3-dihydro-1-(4-trifluoromethylphenoxy)-N-benzyl-N-methyl-1H-indene-2-methanamine hydrochloride with a sodium hydroxide solution to obtain the oily base CIS-2,3-dihydro-1-(4-trifluoromethylphenoxy)-N-benzyl-N-methyl-1H-indene-2-methanamine. Dissolve CIS-2,3-dihydro-1-(4-trifluoromethylphenoxy)-N-benzyl-N-methyl-1H-indene-2methanamine (11.9 g, 0.029M) in 150 ml of methylene chloride and to this solution add potassium carbonate (5 g). Add phenylchloroformate (5.4 g, 0.034M) dropwise and... Starting materials: CC1CCN(C(=O)OC(C)(C)C)CCC1NCc1ccccc1, CCOC(C)=O, Cl. Yields the product CC1CCN(C(=O)OC(C)(C)C)CCC1N. RXN SMILES: [C:1]([CH3:2])([CH3:3])([CH3:4])[O:5][C:6](=[O:7])[N:8]1[CH2:9][CH2:10][CH:11]([NH:16][CH2:17][c:18]2[cH:19][cH:20][cH:21][cH:22][cH:23]2)[CH:12]([CH3:15])[CH2:13][CH2:14]1.[CH3:25][CH2:26][O:27][C:28]([CH3:29])=[O:30].[ClH:24]>>[C:1]([CH3:2])([CH3:3])([CH3:4])[O:5][C:6](=[O:7])[N:8]1[CH2:9][CH2:10][CH:11]([NH2:16])[CH:12]([CH3:15])[CH2:13][CH2:14]1.